Task: describe an organic reaction: reactants, conditions, products, and yield. Dataset: the Open Reaction Database (ORD), a public repository of structured organic reaction records Reaction SMILES: [N:11]12[CH2:12][CH:13]([NH:19][C:20](=[O:21])[c:22]3[o:23][c:24]4[c:25]([cH:26]3)[cH:27][c:28]([F:32])[cH:29][c:30]4[Br:31])[CH:14]([CH2:15][CH2:16]1)[CH2:17][CH2:18]2.[Na+:34].[O:35]=[CH:36][N:37]([CH3:38])[CH3:39].[OH-:33].[OH:1][B:2]([OH:3])[c:4]1[cH:5][cH:6][c:7]([F:8])[cH:9][cH:10]1>>[c:4]1(-[c:30]2[c:24]3[o:23][c:22]([C:20]([NH:19][CH:13]4[CH2:12][N:11]5[CH2:16][CH2:15][CH:14]4[CH2:17][CH2:18]5)=[O:21])[cH:26][c:25]3[cH:27][c:28]([F:32])[cH:29]2)[cH:5][cH:6][c:7]([F:8])[cH:9][cH:10]1. Starting materials: O=C(NC1CN2CCC1CC2)c1cc2cc(F)cc(Br)c2o1, [Na+], CN(C)C=O, [OH-], OB(O)c1ccc(F)cc1. The product is O=C(NC1CN2CCC1CC2)c1cc2cc(F)cc(-c3ccc(F)cc3)c2o1. Starting materials: O (water), COC(=O)C=1NC2=CC=CC=C2C1OC1=C(C=CC=C1)N (methyl-3-[o-aminophenoxy]-indole-2-carboxylate), C(C)(=O)O (acetic acid). Run in C(C)O (ethanol). Product: NC1=C(OC2=C(NC3=CC=CC=C23)C(=O)O)C=CC=C1 (3-[o-aminophenoxy]-indole-2-carboxylic acid). Reaction SMILES: C[O:2][C:3]([C:5]1[NH:6][C:7]2[C:12]([C:13]=1[O:14][C:15]1[CH:20]=[CH:19][CH:18]=[CH:17][C:16]=1[NH2:21])=[CH:11][CH:10]=[CH:9][CH:8]=2)=[O:4].O.C(O)(=O)C>C(O)C>[NH2:21][C:16]1[CH:17]=[CH:18][CH:19]=[CH:20][C:15]=1[O:14][C:13]1[C:12]2[C:7](=[CH:8][CH:9]=[CH:10][CH:11]=2)[NH:6][C:5]=1[C:3]([OH:4])=[O:2]. Procedure: 1.6 g of methyl-3-[o-aminophenoxy]-indole-2-carboxylate was dissolved in 10 ml each of ethanol and water and refluxed for 10 min. The clear solution was acidified with acetic acid. The white precipitate was filtered and recrystallized from acetonitrile to give analytical material, mp. 217°-18°. Reactants: C1(=CC=CC=C1)C1(OCCCC1)O (2-phenyltetrahydro-2H-pyran-2-ol), C(C=C)[Si](C)(C)C (allyltrimethylsilane), B(F)(F)F.CCOCC (BF3.OEt2). Solvent: C(Cl)Cl (CH2Cl2). Run at time 1 hour. Product: C(C=C)C1(OCCCC1)C1=CC=CC=C1 (2-allyl-2-phenyltetrahydro-2H-pyran). Yield: 78.9%. As a reaction SMILES: [C:1]1([C:7]2(O)[CH2:12][CH2:11][CH2:10][CH2:9][O:8]2)[CH:6]=[CH:5][CH:4]=[CH:3][CH:2]=1.[CH2:14]([Si](C)(C)C)[CH:15]=[CH2:16].B(F)(F)F.CCOCC>C(Cl)Cl>[CH2:16]([C:7]1([C:1]2[CH:6]=[CH:5][CH:4]=[CH:3][CH:2]=2)[CH2:12][CH2:11][CH2:10][CH2:9][O:8]1)[CH:15]=[CH2:14] |f:2.3|. Procedure: To a solution of 2-phenyltetrahydro-2H-pyran-2-ol (1.066 g, 5.98 mmol) and allyltrimethylsilane (1.901 mL, 11.96 mmol) in CH2Cl2 (25 mL) at 0° C. was added BF3.OEt2 (0.758 mL, 5.98 mmol) dropwise, and the mixture was stirred at the same temperature for 1 hr. Then the reaction was quenched with saturated NaHCO3 and the product was extracted with EtOAc. The extract was washed with brine, and the combined aqueous layers were back extracted with EtOAc once and combined. The extracts were dried over ... Reactants: CC(C)(C)C(=O)CBr, O=C(N1CCc2ccc(Cl)c(NCc3ccc(O)c(Cl)c3)c2CC1)C(F)(F)F. Product: CC(C)(C)C(=O)COc1ccc(CNc2c(Cl)ccc3c2CCN(C(=O)C(F)(F)F)CC3)cc1Cl. As a reaction SMILES: [Br:29][CH2:30][C:31]([C:32]([CH3:33])([CH3:34])[CH3:35])=[O:36].[Cl:1][c:2]1[c:3]([NH:19][CH2:20][c:21]2[cH:22][c:23]([Cl:28])[c:24]([OH:27])[cH:25][cH:26]2)[c:4]2[c:5]([cH:17][cH:18]1)[CH2:6][CH2:7][N:8]([C:11]([C:12]([F:13])([F:14])[F:15])=[O:16])[CH2:9][CH2:10]2>>[Cl:1][c:2]1[c:3]([NH:19][CH2:20][c:21]2[cH:22][c:23]([Cl:28])[c:24]([O:27][CH2:30][C:31]([C:32]([CH3:33])([CH3:34])[CH3:35])=[O:36])[cH:25][cH:26]2)[c:4]2[c:5]([cH:17][cH:18]1)[CH2:6][CH2:7][N:8]([C:11]([C:12]([F:13])([F:14])[F:15])=[O:16])[CH2:9][CH2:10]2. Starting materials: FC(C1=CC=C2CC(NC2=C1)=O)(F)F (6-trifluoromethyl-2-oxindole), ClS(=O)(=O)N=C=O (chlorosulfonyl isocyanate), O (Water). Solvent: C(C)#N (acetonitrile). Run at time 45 minute. The product is FC(C1=CC=C2CC(N(C2=C1)C(=O)N)=O)(F)F (6-Trifluoromethyl-2-oxindole-1-carboxamide). Yield: 9.4%. As a reaction SMILES: [F:1][C:2]([F:14])([F:13])[C:3]1[CH:11]=[C:10]2[C:6]([CH2:7][C:8](=[O:12])[NH:9]2)=[CH:5][CH:4]=1.ClS([N:19]=[C:20]=[O:21])(=O)=O.O>C(#N)C>[F:14][C:2]([F:1])([F:13])[C:3]1[CH:11]=[C:10]2[C:6]([CH2:7][C:8](=[O:12])[N:9]2[C:20]([NH2:19])=[O:21])=[CH:5][CH:4]=1. Procedure details: To a slurry of 6-trifluoromethyl-2-oxindole (8.0 g, 0.04 mole) in acetonitrile (80 ml) was added chlorosulfonyl isocyanate (6.65 g, 0.047 mole) and the mixture was stirred for 45 minutes. Water (100 ml) was then added and the aqueous mixture was stirred for one hour. The precipitate which formed was filtered off and recrystallized from acetonitrile to give 0.92 g of the title product. Extraction of the filtrate from the aqueous reaction mixture with ethyl acetate (300 ml) followed by drying the ... Reactants: FC(S(=O)(=O)OS(=O)(=O)C(F)(F)F)(F)F (Trifluoromethanesulfonic anhydride), ice, OC1=CC=C2CCN(CC2=C1)CCCCN1C(C=2C(C1=O)=CC=CC2)=O (7-hydroxy-2-(4-phthalimidobutyl)-1,2,3,4-tetrahydroisoquinoline). The reagents and catalysts are S(=O)(=O)([O-])[O-].[Cu+2] (Copper (II) sulfate). Run in N1=CC=CC=C1 (pyridine). Run at time 18 hour. Product: C1(C=2C(C(N1CCCCN1CC3=CC(=CC=C3CC1)OS(=O)(=O)C(F)(F)F)=O)=CC=CC2)=O (2-(4-Phthalimidobutyl)-7-trifluoromethylsulfonyloxy-1,2,3,4-tetrahydroisoquinoline). Yield: 32.6%. RXN SMILES: [F:1][C:2]([F:15])([F:14])[S:3]([O:6]S(C(F)(F)F)(=O)=O)(=[O:5])=[O:4].O[C:17]1[CH:26]=[C:25]2[C:20]([CH2:21][CH2:22][N:23]([CH2:27][CH2:28][CH2:29][CH2:30][N:31]3[C:35](=[O:36])[C:34]4=[CH:37][CH:38]=[CH:39][CH:40]=[C:33]4[C:32]3=[O:41])[CH2:24]2)=[CH:19][CH:18]=1>N1C=CC=CC=1.S([O-])([O-])(=O)=O.[Cu+2]>[C:32]1(=[O:41])[N:31]([CH2:30][CH2:29][CH2:28][CH2:27][N:23]2[CH2:22][CH2:21][C:20]3[C:25](=[CH:26][C:17]([O:6][S:3]([C:2]([F:15])([F:14])[F:1])(=[O:5])=[O:4])=[CH:18][CH:19]=3)[CH2:24]2)[C:35](=[O:36])[C:34]2=[CH:37][CH:38]=[CH:39][CH:40]=[C:33]12 |f:3.4|. Procedure: Trifluoromethanesulfonic anhydride (0.53 ml, 3.14 mmol) was added dropwise with stirring to an ice-cooled solution of 7-hydroxy-2-(4-phthalimidobutyl)-1,2,3,4-tetrahydroisoquinoline (1 g, 2.86 mmol) in anhydrous pyridine (10 ml). After stirring at room temperature for 18 h the reaction mixture was added to 10% aqueous Copper (II) sulfate (100 ml) and extracted into ethyl acetate (200 ml). The organic layer was separated, washed with 10% aqueous copper (II) sulfate (2×50 ml), dried (Na2SO4) and e... Starting materials: intermediate B1, O1C=C(C=C1)C1=CC=CC=2N1N=C(N2)N (5-(3-furyl)[1,2,4]triazolo[1,5-a]pyridin-2-amine), ClC1=CC=C(C=C1)C1(CCCC1)C(=O)Cl (1-(4-chlorophenyl)-1-cyclopentanecarbonyl chloride). Yields the product ClC1=CC=C(C=C1)C1(CCCC1)C(=O)NC1=NN2C(C=CC=C2C2=COC=C2)=N1 (1-(4-chlorophenyl)-N-[5-(3-furyl)[1,2,4]triazolo[1,5-a]pyridin-2-yl]cyclopentanecarboxamide). As a reaction SMILES: [O:1]1[CH:5]=[CH:4][C:3]([C:6]2[N:11]3[N:12]=[C:13]([NH2:15])[N:14]=[C:10]3[CH:9]=[CH:8][CH:7]=2)=[CH:2]1.[Cl:16][C:17]1[CH:22]=[CH:21][C:20]([C:23]2([C:28](Cl)=[O:29])[CH2:27][CH2:26][CH2:25][CH2:24]2)=[CH:19][CH:18]=1>>[Cl:16][C:17]1[CH:18]=[CH:19][C:20]([C:23]2([C:28]([NH:15][C:13]3[N:14]=[C:10]4[CH:9]=[CH:8][CH:7]=[C:6]([C:3]5[CH:4]=[CH:5][O:1][CH:2]=5)[N:11]4[N:12]=3)=[O:29])[CH2:27][CH2:26][CH2:25][CH2:24]2)=[CH:21][CH:22]=1. Procedure details: The title compound was prepared following procedure described for intermediate B1, but starting from 5-(3-furyl)[1,2,4]triazolo[1,5-a]pyridin-2-amine ((A2), 50 mg; 0.25 mmol; 1.0 eq.) and 1-(4-chlorophenyl)-1-cyclopentanecarbonyl chloride (Lancaster, 91 mg; 0.37 mmol; 1.5 eq.) as a white foam (61.1 mg, 60%). HPLC, Rt: 4.64 min. (purity 73.4%). LC/MS, M+(ESI): 407.4, M−(ESI): 405.4.